From a dataset of the Open Reaction Database (ORD), a public repository of structured organic reaction records. describe an organic reaction: reactants, conditions, products, and yield The reactants are P(Br)(Br)Br (phosphorus tribromide), C(#N)C1=CC=C(CCO)C=C1 (4-cyanophenethyl alcohol). The solvent is C(Cl)(Cl)(Cl)Cl (carbon tetrachloride), C(Cl)(Cl)(Cl)Cl (carbon tetrachloride). The product is C(#N)C1=CC=C(CCBr)C=C1 (4-cyanophenethyl bromide). RXN SMILES: P(Br)(Br)[Br:2].[C:5]([C:7]1[CH:15]=[CH:14][C:10]([CH2:11][CH2:12]O)=[CH:9][CH:8]=1)#[N:6]>C(Cl)(Cl)(Cl)Cl>[C:5]([C:7]1[CH:15]=[CH:14][C:10]([CH2:11][CH2:12][Br:2])=[CH:9][CH:8]=1)#[N:6]. Procedure: A solution of phosphorus tribromide (5 g) in carbon tetrachloride (10 ml) was added, dropwise, to a solution of 4-cyanophenethyl alcohol (8.06 g) in carbon tetrachloride (60 ml). The mixture was heated under reflux for 4 hours. On cooling to room temperature, the mixture was poured onto ice (200 g). The layers were separated and the organic layer was washed with 10% aqueous sodium carbonate (50 ml) and brine (50 ml), dried (MgSO4) and concentrated in vacuo to give a colourless oil which solidifi...